This data is from the Open Reaction Database (ORD), a public repository of structured organic reaction records. The task is: describe an organic reaction: reactants, conditions, products, and yield Reactants: C1CCNCC1, C1CCOC1, CCN(C(C)C)C(C)C, CC1CN(Cc2ccc(NS(=O)(=O)c3ccc(Cl)nc3)cc2)CCN1C(=O)OC(C)(C)C, CN(C)C=O. Product: CC1CN(Cc2ccc(NS(=O)(=O)c3ccc(N4CCCCC4)nc3)cc2)CCN1C(=O)OC(C)(C)C. Reaction SMILES: [CH2:33]1[CH2:34][CH2:35][NH:36][CH2:37][CH2:38]1.[CH2:53]1[O:54][CH2:55][CH2:56][CH2:57]1.[CH:39]([N:40]([CH2:41][CH3:42])[CH:43]([CH3:44])[CH3:45])([CH3:46])[CH3:47].[Cl:1][c:2]1[cH:3][cH:4][c:5]([S:8](=[O:9])(=[O:10])[NH:11][c:12]2[cH:13][cH:14][c:15]([CH2:18][N:19]3[CH2:20][CH:21]([CH3:32])[N:22]([C:25](=[O:26])[O:27][C:28]([CH3:29])([CH3:30])[CH3:31])[CH2:23][CH2:24]3)[cH:16][cH:17]2)[cH:6][n:7]1.[O:48]=[CH:49][N:50]([CH3:51])[CH3:52]>>[c:2]1([N:36]2[CH2:35][CH2:34][CH2:33][CH2:38][CH2:37]2)[cH:3][cH:4][c:5]([S:8](=[O:9])(=[O:10])[NH:11][c:12]2[cH:13][cH:14][c:15]([CH2:18][N:19]3[CH2:20][CH:21]([CH3:32])[N:22]([C:25](=[O:26])[O:27][C:28]([CH3:29])([CH3:30])[CH3:31])[CH2:23][CH2:24]3)[cH:16][cH:17]2)[cH:6][n:7]1. The reactants are FC1=C(C=CC=C1F)CCCCCCCCCC (2,3-Difluoro-1-decylbenzene), C(CCC)[Li] (n-butyllithium), B(OC(C)C)(OC(C)C)OC(C)C (triisopropyl borate). The product is C(CCCCCCCCC)C1=C(C(=C(C=C1)B(O)O)F)F (4-n-Decyl-2,3-difluorophenyl boronic acid). RXN SMILES: [F:1][C:2]1[C:7]([F:8])=[CH:6][CH:5]=[CH:4][C:3]=1[CH2:9][CH2:10][CH2:11][CH2:12][CH2:13][CH2:14][CH2:15][CH2:16][CH2:17][CH3:18].C([Li])CCC.[B:24](OC(C)C)([O:29]C(C)C)[O:25]C(C)C>>[CH2:9]([C:3]1[CH:4]=[CH:5][C:6]([B:24]([OH:29])[OH:25])=[C:7]([F:8])[C:2]=1[F:1])[CH2:10][CH2:11][CH2:12][CH2:13][CH2:14][CH2:15][CH2:16][CH2:17][CH3:18]. Procedure details: Quantities: compound from Example 27 (26.7 g, 105 mmol), n-butyllithium (11 cm3, 10.0M in hexanes, 0.11 mol) and triisopropyl borate (39.5 g, 0.21 mol). The experimental procedure was as described in Example 28. The reactants are OCC=C(c1ccc(Br)cc1)c1ccc(Br)cc1, CCOC(=O)CCc1ccc(O)cc1, CCCCP(CCCC)CCCC, C1CCOC1. Product: CCOC(=O)CCc1ccc(OCC=C(c2ccc(Br)cc2)c2ccc(Br)cc2)cc1. Reaction SMILES: [Br:28][c:29]1[cH:30][cH:31][c:32]([C:35](=[CH:36][CH2:37][OH:38])[c:39]2[cH:40][cH:41][c:42]([Br:45])[cH:43][cH:44]2)[cH:33][cH:34]1.[CH2:14]([CH3:15])[O:16][C:17]([CH2:18][CH2:19][c:20]1[cH:21][cH:22][c:23]([OH:26])[cH:24][cH:25]1)=[O:27].[CH2:1]([P:2]([CH2:3][CH2:4][CH2:5][CH3:6])[CH2:7][CH2:8][CH2:9][CH3:10])[CH2:11][CH2:12][CH3:13].[CH2:46]1[O:47][CH2:48][CH2:49][CH2:50]1>>[CH2:14]([CH3:15])[O:16][C:17]([CH2:18][CH2:19][c:20]1[cH:21][cH:22][c:23]([O:26][CH2:37][CH:36]=[C:35]([c:32]2[cH:31][cH:30][c:29]([Br:28])[cH:34][cH:33]2)[c:39]2[cH:40][cH:41][c:42]([Br:45])[cH:43][cH:44]2)[cH:24][cH:25]1)=[O:27]. The reactants are CC#N, Nc1ccc2ccc(Oc3ccccc3)nc2n1, O, O=C(O)c1ccsc1. Product: O=C(Nc1ccc2ccc(Oc3ccccc3)nc2n1)c1ccsc1. RXN SMILES: [CH3:27][C:28]#[N:29].[NH2:9][c:10]1[n:11][c:12]2[n:13][c:14]([O:20][c:21]3[cH:22][cH:23][cH:24][cH:25][cH:26]3)[cH:15][cH:16][c:17]2[cH:18][cH:19]1.[OH2:30].[s:1]1[cH:2][c:3]([C:6](=[O:7])[OH:8])[cH:4][cH:5]1>>[s:1]1[cH:2][c:3]([C:6](=[O:8])[NH:9][c:10]2[n:11][c:12]3[n:13][c:14]([O:20][c:21]4[cH:22][cH:23][cH:24][cH:25][cH:26]4)[cH:15][cH:16][c:17]3[cH:18][cH:19]2)[cH:4][cH:5]1. Yields the product COC1=C(C2=C(C(/C(/O2)=C/C2=CN(C3=CC=CC=C23)S(=O)(=O)C2=CC=C(C)C=C2)=O)C=C1)CN1CCN(CC1)C(=O)OC(C)(C)C (tert-butyl (Z)-4-({6-methoxy-3-oxo-2-[(1-tosyl-1H-indol-3-yl)methylene]-2,3-dihydrobenzofuran-7-yl}methyl)piperazine-1-carboxylate). The solvent is CO (methanol), CO (methanol), CO (methanol). Isolated yield 55.8%. Reaction SMILES: [CH3:1][O:2][C:3]1[CH:12]=[CH:11][C:6]2[C:7](=[O:10])[CH2:8][O:9][C:5]=2[C:4]=1[CH2:13][N:14]1[CH2:19][CH2:18][N:17]([C:20]([O:22][C:23]([CH3:26])([CH3:25])[CH3:24])=[O:21])[CH2:16][CH2:15]1.[S:27]([N:37]1[C:45]2[C:40](=[CH:41][CH:42]=[CH:43][CH:44]=2)[C:39]([CH:46]=O)=[CH:38]1)([C:30]1[CH:36]=[CH:35][C:33]([CH3:34])=[CH:32][CH:31]=1)(=[O:29])=[O:28].N1CCCCC1>CO>[CH3:1][O:2][C:3]1[CH:12]=[CH:11][C:6]2[C:7](=[O:10])/[C:8](=[CH:46]/[C:39]3[C:40]4[C:45](=[CH:44][CH:43]=[CH:42][CH:41]=4)[N:37]([S:27]([C:30]4[CH:31]=[CH:32][C:33]([CH3:34])=[CH:35][CH:36]=4)(=[O:29])=[O:28])[CH:38]=3)/[O:9][C:5]=2[C:4]=1[CH2:13][N:14]1[CH2:15][CH2:16][N:17]([C:20]([O:22][C:23]([CH3:26])([CH3:25])[CH3:24])=[O:21])[CH2:18][CH2:19]1. Reactants: COC1=C(C2=C(C(CO2)=O)C=C1)CN1CCN(CC1)C(=O)OC(C)(C)C (tert-butyl 4-[(6-methoxy-3-oxo-2,3-dihydrobenzofuran-7-yl)methyl]piperazine-1-carboxylate), S(=O)(=O)(C1=CC=C(C)C=C1)N1C=C(C2=CC=CC=C12)C=O (1-tosyl-1H-indole-3-carboxaldehyde), N1CCCCC1 (piperidine). Reaction conditions: temperature 60 celsius, time 2 hour. Reported procedure: A solution of tert-butyl 4-[(6-methoxy-3-oxo-2,3-dihydrobenzofuran-7-yl)methyl]piperazine-1-carboxylate (0.488 g, 1.35 mmol) obtained in Example A40, Step 1 in methanol (5 mL) was added with 1-tosyl-1H-indole-3-carboxaldehyde (0.404 g, 1.35 mmol) obtained in Example A33, Step 1 and piperidine (0.0115 g, 0.135 mmol), and the mixture was stirred at 60° C. for 2 hours. The reaction mixture was cooled to room temperature, and then added with methanol (2 mL), and the precipitated solid was suspended ... The reactants are CN1CCN(CC1)C1=CC=CC2=C1C[C@@H](CO2)NC(C2=CC=C(C=C2)N2CCN(CC2)CC2=CC=CC=C2)=O ((S)-N-[5-(4-Methylpiperazin-1-yl)-3,4 dihydro-2H-1-benzopyran-3-yl]-4-(4-benzylpiperazin-1-yl)benzamide), C(=O)[O-].[NH4+] (ammonium formate). The reagents and catalysts are [Pd] (Palladium). Solvent: CO (methanol). Run at temperature 50 celsius, time 19 hour. The product is CN1CCN(CC1)C1=CC=CC2=C1CC(CO2)NC(C2=CC=C(C=C2)N2CCNCC2)=O (N-[5-(4-Methylpiperazin-1-yl)-3,4 dihydro-2H-1-benzopyran-3-yl]-4-(piperazin-1-yl)benzamide). The yield is 93.3%. RXN SMILES: [CH3:1][N:2]1[CH2:7][CH2:6][N:5]([C:8]2[C:13]3[CH2:14][C@H:15]([NH:18][C:19](=[O:39])[C:20]4[CH:25]=[CH:24][C:23]([N:26]5[CH2:31][CH2:30][N:29](CC6C=CC=CC=6)[CH2:28][CH2:27]5)=[CH:22][CH:21]=4)[CH2:16][O:17][C:12]=3[CH:11]=[CH:10][CH:9]=2)[CH2:4][CH2:3]1.C([O-])=O.[NH4+]>CO.[Pd]>[CH3:1][N:2]1[CH2:3][CH2:4][N:5]([C:8]2[C:13]3[CH2:14][CH:15]([NH:18][C:19](=[O:39])[C:20]4[CH:21]=[CH:22][C:23]([N:26]5[CH2:27][CH2:28][NH:29][CH2:30][CH2:31]5)=[CH:24][CH:25]=4)[CH2:16][O:17][C:12]=3[CH:11]=[CH:10][CH:9]=2)[CH2:6][CH2:7]1 |f:1.2|. Reported procedure: (S)-N-[5-(4-Methylpiperazin-1-yl)-3,4 dihydro-2H-1-benzopyran-3-yl]-4-(4-benzylpiperazin-1-yl)benzamide (1.7 g, 3.2 mmol) was dissolved in methanol (100 mL). Palladium (10%) on activated carbon (510 mg) and ammonium formate (1.6 g, 26 mmol) were added and the reaction mixture was stirred at 50° C. for 19 h. The catalyst was filtered off and the solvent was evaporated in vacuo to give 1.3 g (92% yield) of the title compound as a pale yellow solid: mp >102° C. sinters; EIMS (70 eV) m/z (relative i... The reactants are CCn1nc(-c2ccccc2)c(C(C)=O)c([N+](=O)[O-])c1=O, Cc1cc2c(N)cccc2nn1, CCO. The product is CCn1nc(-c2ccccc2)c(C(C)=O)c(Nc2cccc3nnc(C)cc23)c1=O. RXN SMILES: [C:1]([CH3:2])(=[O:3])[c:4]1[c:5]([N+:19]([O-:20])=[O:21])[c:6](=[O:18])[n:7]([CH2:16][CH3:17])[n:8][c:9]1-[c:10]1[cH:11][cH:12][cH:13][cH:14][cH:15]1.[CH3:22][c:23]1[n:24][n:25][c:26]2[cH:27][cH:28][cH:29][c:30]([NH2:33])[c:31]2[cH:32]1.[CH3:34][CH2:35][OH:36]>>[C:1]([CH3:2])(=[O:3])[c:4]1[c:5]([NH:19][c:30]2[cH:29][cH:28][cH:27][c:26]3[n:25][n:24][c:23]([CH3:22])[cH:32][c:31]32)[c:6](=[O:18])[n:7]([CH2:16][CH3:17])[n:8][c:9]1-[c:10]1[cH:11][cH:12][cH:13][cH:14][cH:15]1.